The task is: describe an organic reaction: reactants, conditions, products, and yield. This data is from the Open Reaction Database (ORD), a public repository of structured organic reaction records. Starting materials: BrCCOCc1ccccc1, CCOC(=O)C(C(=O)OCC)c1ccccc1, CN(C)C=O, [H-], [Na+], O. The product is CCOC(=O)C(CCOCc1ccccc1)(C(=O)OCC)c1ccccc1. RXN SMILES: [CH2:20]([c:21]1[cH:22][cH:23][cH:24][cH:25][cH:26]1)[O:27][CH2:28][CH2:29][Br:30].[CH2:3]([CH3:4])[O:5][C:6]([CH:7]([C:8](=[O:9])[O:10][CH2:11][CH3:12])[c:13]1[cH:14][cH:15][cH:16][cH:17][cH:18]1)=[O:19].[CH3:32][N:33]([CH3:34])[CH:35]=[O:36].[H-:1].[Na+:2].[OH2:31]>>[CH2:3]([CH3:4])[O:5][C:6]([C:7]([C:8](=[O:9])[O:10][CH2:11][CH3:12])([c:13]1[cH:14][cH:15][cH:16][cH:17][cH:18]1)[CH2:29][CH2:28][O:27][CH2:20][c:21]1[cH:22][cH:23][cH:24][cH:25][cH:26]1)=[O:19]. Reactants: ClC=1C=C2C(=NC1)N(C(=N2)CO)C (6-chloro-2-hydroxymethyl-3-methyl-3H-imidazo[4,5-b]pyridine), N(=NC(=O)N1CCCCC1)C(=O)N1CCCCC1 (1,1'-(azodicarbonyl)dipiperidine), OC1=CC=C(CC2C(N(C(S2)=O)C(C2=CC=CC=C2)(C2=CC=CC=C2)C2=CC=CC=C2)=O)C=C1 (5-(4-hydroxybenzyl) -3-triphenylmethylthiazolidine-2,4-dione), C(CCC)P(CCCC)CCCC (tributylphosphine). Solvent: C1(=CC=CC=C1)C (toluene). The product is ClC=1C=C2C(=NC1)N(C(=N2)COC2=CC=C(CC1C(N(C(S1)=O)C(C1=CC=CC=C1)(C1=CC=CC=C1)C1=CC=CC=C1)=O)C=C2)C (5-{4-(6-Chloro-3-methyl-3H-imidazo[4,5-b]pyridin-2-ylmethoxy) benzyl}-3-triphenylmethylthiazolidine-2,4-dione). RXN SMILES: [Cl:1][C:2]1[CH:3]=[C:4]2[N:10]=[C:9]([CH2:11][OH:12])[N:8]([CH3:13])[C:5]2=[N:6][CH:7]=1.O[C:15]1[CH:47]=[CH:46][C:18]([CH2:19][CH:20]2[S:24][C:23](=[O:25])[N:22]([C:26]([C:39]3[CH:44]=[CH:43][CH:42]=[CH:41][CH:40]=3)([C:33]3[CH:38]=[CH:37][CH:36]=[CH:35][CH:34]=3)[C:27]3[CH:32]=[CH:31][CH:30]=[CH:29][CH:28]=3)[C:21]2=[O:45])=[CH:17][CH:16]=1.C(P(CCCC)CCCC)CCC.N(C(N1CCCCC1)=O)=NC(N1CCCCC1)=O>C1(C)C=CC=CC=1>[Cl:1][C:2]1[CH:3]=[C:4]2[N:10]=[C:9]([CH2:11][O:12][C:15]3[CH:47]=[CH:46][C:18]([CH2:19][CH:20]4[S:24][C:23](=[O:25])[N:22]([C:26]([C:39]5[CH:44]=[CH:43][CH:42]=[CH:41][CH:40]=5)([C:33]5[CH:34]=[CH:35][CH:36]=[CH:37][CH:38]=5)[C:27]5[CH:32]=[CH:31][CH:30]=[CH:29][CH:28]=5)[C:21]4=[O:45])=[CH:17][CH:16]=3)[N:8]([CH3:13])[C:5]2=[N:6][CH:7]=1. Procedure: A procedure similar to that described in Preparation 4 was repeated, except that 0.52 g of 6-chloro-2-hydroxymethyl-3-methyl-3H-imidazo[4,5-b]pyridine (prepared as described in Preparation 64), 1.23 g of 5-(4-hydroxybenzyl) -3-triphenylmethylthiazolidine-2,4-dione, 0.66 ml of tributylphosphine, 0.67 g of 1,1'-(azodicarbonyl)dipiperidine and 20 ml of toluene were used, to give the title compound as a crude product. This crude product was purified by column chromatography through silica gel, using... Starting materials: CI (MeI), C[Si](C)(C)[N-][Si](C)(C)C.[K+] (KHMDS), C1(=CC=CC=C1)C (toluene), BrC1=CC=C(CN2C(=C(C3=CC(=CC=C23)OC)CC(CC(=O)N2C(OC[C@H]2C(C)C)=O)C)C)C=C1 ((4R)-N-[4-(1-(4-Bromobenzyl)-5-methoxy-2-methyl-1H-indol-3-yl)-3-methylbutanoyl]-4-isopropyl-2-oxazolidinone). Solvent: C1CCOC1 (THF). Reaction conditions: temperature -40 celsius. The product is BrC1=CC=C(CN2C(=C(C3=CC(=CC=C23)OC)C[C@@H]([C@H](C(=O)N2C(OC[C@H]2C(C)C)=O)C)C)C)C=C1 (N-[4-(1-(4-Bromobenzyl)-5-methoxy-2-methyl-1H-indol-3-yl)-2(R),3(S)-dimethylbutanoyl]-4(R)-isopropyl-2-oxazolidinone). As a reaction SMILES: [Br:1][C:2]1[CH:35]=[CH:34][C:5]([CH2:6][N:7]2[C:15]3[C:10](=[CH:11][C:12]([O:16][CH3:17])=[CH:13][CH:14]=3)[C:9]([CH2:18][CH:19]([CH3:32])[CH2:20][C:21]([N:23]3[C@H:27]([CH:28]([CH3:30])[CH3:29])[CH2:26][O:25][C:24]3=[O:31])=[O:22])=[C:8]2[CH3:33])=[CH:4][CH:3]=1.[CH3:36][Si]([N-][Si](C)(C)C)(C)C.[K+].C1(C)C=CC=CC=1.CI>C1COCC1>[Br:1][C:2]1[CH:35]=[CH:34][C:5]([CH2:6][N:7]2[C:15]3[C:10](=[CH:11][C:12]([O:16][CH3:17])=[CH:13][CH:14]=3)[C:9]([CH2:18][C@H:19]([CH3:32])[C@@H:20]([CH3:36])[C:21]([N:23]3[C@H:27]([CH:28]([CH3:29])[CH3:30])[CH2:26][O:25][C:24]3=[O:31])=[O:22])=[C:8]2[CH3:33])=[CH:4][CH:3]=1 |f:1.2|. Procedure details: To the imide of Example 7, Step 7, isomer A (200 mg, 0.369 mmol) dissolved in THF (2.0 mL) at -78° C. was added a solution of KHMDS (0.5 mL) in toluene (1.10 mL, 0,660 mmol). The temperature was then increased slowly to -40° C. To the mixture recooled at -78° C. was added MeI (100 mL). The temperature was allowed to wam slowly to -40° and the reaction was quenched by the addition of 25% aqueous solution of NH4OAc. The mixture was extracted with EtOAc, dried over Na2SO4, evaporated in vacuo and p... Reactants: C1CCC2=NCCCN2CC1 (DBU), [N+](=O)([O-])C=1C=NNC1 (4-nitro-1H-pyrazole), C1CCOC1 (THF). Run at time 30 minute. Product: CN(CC(CN1N=CC(=C1)[N+](=O)[O-])O)C (1-(dimethylamino)-3-(4-nitro-1H-pyrazol-1-yl)propan-2-ol). RXN SMILES: C1C[CH2:10][N:9]2[C:4](=NCC[CH2:8]2)[CH2:3][CH2:2]1.[N+:12]([C:15]1[CH:16]=[N:17][NH:18][CH:19]=1)([O-:14])=[O:13].C1C[O:23]CC1>>[CH3:8][N:9]([CH3:10])[CH2:4][CH:3]([OH:23])[CH2:2][N:17]1[CH:16]=[C:15]([N+:12]([O-:14])=[O:13])[CH:19]=[N:18]1. Procedure details: To a solution of 3-(dimethylamino)propane-1,2-diol (934 mg, 7.84 mmol) in CH2Cl2 (8 mL) were added Bu2SnO (42 mg, 0.16 mmol), tosyl chloride (1.49 g, 7.84 mmol), and Et3N (1.10 mL, 7.92 mmol). The reaction mixture was stirred at rt for 2 hrs. The mixture was quenched with water (30 mL) and extracted with EtOAc (two×30 mL). The combined organic layers were dried over MgSO4 and concentrated to afford 3-dimethylamino-2-hydroxypropyl 4-methylbenzenesulfonate; [m/z (APCI+) 274.10 (M+H)+]. The residue... Starting materials: O=C([O-])[O-], C1CC2CNCCN2C1, CS(C)=O, Cc1cc(F)ccc1-c1cc(Cl)ncc1N(C)C(=O)C(C)(C)c1cc(C(F)(F)F)cc(C(F)(F)F)c1, [K+], [K+]. Product: Cc1cc(F)ccc1-c1cc(N2CCN3CCCC3C2)ncc1N(C)C(=O)C(C)(C)c1cc(C(F)(F)F)cc(C(F)(F)F)c1. RXN SMILES: [C:46](=[O:47])([O-:48])[O-:49].[CH2:37]1[CH:38]2[N:39]([CH2:40][CH2:41][NH:42]1)[CH2:43][CH2:44][CH2:45]2.[CH3:52][S:53]([CH3:54])=[O:55].[F:1][C:2]([c:3]1[cH:4][c:5]([C:13]([C:14](=[O:15])[N:16]([CH3:17])[c:18]2[cH:19][n:20][c:21]([Cl:32])[cH:22][c:23]2-[c:24]2[c:25]([CH3:31])[cH:26][c:27]([F:30])[cH:28][cH:29]2)([CH3:33])[CH3:34])[cH:6][c:7]([C:9]([F:10])([F:11])[F:12])[cH:8]1)([F:35])[F:36].[K+:50].[K+:51]>>[F:1][C:2]([c:3]1[cH:4][c:5]([C:13]([C:14](=[O:15])[N:16]([CH3:17])[c:18]2[cH:19][n:20][c:21]([N:42]3[CH2:37][CH:38]4[N:39]([CH2:40][CH2:41]3)[CH2:43][CH2:44][CH2:45]4)[cH:22][c:23]2-[c:24]2[c:25]([CH3:31])[cH:26][c:27]([F:30])[cH:28][cH:29]2)([CH3:33])[CH3:34])[cH:6][c:7]([C:9]([F:10])([F:11])[F:12])[cH:8]1)([F:35])[F:36]. Reactants: [Al+3], ClCCl, COC(=O)c1ccc2oc(C)cc2c1, [Cl-], [Cl-], [Cl-], O=C(Cl)c1ccc(Cl)cc1Cl, O. Yields the product COC(=O)c1ccc2oc(C)c(C(=O)c3ccc(Cl)cc3Cl)c2c1. As a reaction SMILES: [Al+3:2].[CH2:31]([Cl:32])[Cl:33].[CH3:16][O:17][C:18](=[O:19])[c:20]1[cH:21][c:22]2[c:23]([o:24][c:25]([CH3:27])[cH:26]2)[cH:28][cH:29]1.[Cl-:1].[Cl-:3].[Cl-:4].[Cl:5][c:6]1[c:7]([C:8](=[O:9])[Cl:10])[cH:11][cH:12][c:13]([Cl:15])[cH:14]1.[OH2:30]>>[Cl:5][c:6]1[c:7]([C:8](=[O:9])[c:26]2[c:22]3[cH:21][c:20]([C:18]([O:17][CH3:16])=[O:19])[cH:29][cH:28][c:23]3[o:24][c:25]2[CH3:27])[cH:11][cH:12][c:13]([Cl:15])[cH:14]1.